From a dataset of the Open Reaction Database (ORD), a public repository of structured organic reaction records. describe an organic reaction: reactants, conditions, products, and yield Starting materials: CCN=C=NCCCN(C)C (EDCI), C=1C=CC2=C(C1)N=NN2O (HOBT), CN([C@@H]1CC[C@H](CC1)OCCC(=O)O)S(=O)(=O)C1=CC=C(C=C1)C(F)(F)F (trans-3-{4-[Methyl-(4-trifluoromethyl-benzenesulfonyl)-amino]-cyclohexyloxy}-propionic acid), CNC (dimethylamine), CN1CCOCC1 (NMM). Run in C(Cl)Cl (CH2Cl2), C1CCOC1 (THF). Conditions: temperature 0 celsius. Yields the product CN(C(CCO[C@@H]1CC[C@H](CC1)N(S(=O)(=O)C1=CC=C(C=C1)C(F)(F)F)C)=O)C (trans-N,N-Dimethyl-3-{4-[methyl-(4-trifluoromethyl-benzenesulfonyl)-amino]-cyclohexyloxy}-propionamide). Isolated yield 89.9%. Reaction SMILES: [CH3:1][N:2]([S:15]([C:18]1[CH:23]=[CH:22][C:21]([C:24]([F:27])([F:26])[F:25])=[CH:20][CH:19]=1)(=[O:17])=[O:16])[C@H:3]1[CH2:8][CH2:7][C@H:6]([O:9][CH2:10][CH2:11][C:12](O)=[O:13])[CH2:5][CH2:4]1.[CH3:28][NH:29][CH3:30].CN1CCOCC1.CCN=C=NCCCN(C)C.C1C=CC2N(O)N=NC=2C=1>C(Cl)Cl.C1COCC1>[CH3:28][N:29]([CH3:30])[C:12](=[O:13])[CH2:11][CH2:10][O:9][C@H:6]1[CH2:7][CH2:8][C@H:3]([N:2]([CH3:1])[S:15]([C:18]2[CH:23]=[CH:22][C:21]([C:24]([F:27])([F:26])[F:25])=[CH:20][CH:19]=2)(=[O:17])=[O:16])[CH2:4][CH2:5]1. Reported procedure: g (2.7 mmol) trans-3-{4-[Methyl-(4-trifluoromethyl-benzenesulfonyl)-amino]-cyclohexyloxy}-propionic acid in 30 ml CH2Cl2 were treated with 2 ml (4.0 mmol, 1.5 eq) 2M dimethylamine in THF and 0.44 ml (4.03 mmol, 1.5 eq) NMM. The solution was cooled to 0° C. and 670 mg (3.5 mmol, 1.3 eq) EDCI and 82 mg (5.4 mmol, 0.2 eq) HOBT were added. The mixture was stirred at RT over night, partitioned between CH2Cl2 and a saturated aqueous solution of NaHCO3. The organic phase was washed with KHSO4 and brine... The reactants are C(C)(C)(C)OC(=O)N1CCN(CC1)C1=CC=C(C=C1)OC1=CC=C(C=C1)I (4-[4-(4-Iodo-phenoxy)-phenyl]-piperazine-1-carboxilic acid tert-butyl ester), Cl (HCl). Run in O1CCOCC1 (dioxane). Product: Cl.IC1=CC=C(OC2=CC=C(C=C2)N2CCNCC2)C=C1 (1-[4-(4-Iodo-phenoxy)-phenyl]-piperazine hydrochloride). Isolated yield 95.0%. Reaction SMILES: C(OC([N:8]1[CH2:13][CH2:12][N:11]([C:14]2[CH:19]=[CH:18][C:17]([O:20][C:21]3[CH:26]=[CH:25][C:24]([I:27])=[CH:23][CH:22]=3)=[CH:16][CH:15]=2)[CH2:10][CH2:9]1)=O)(C)(C)C.[ClH:28]>O1CCOCC1>[ClH:28].[I:27][C:24]1[CH:25]=[CH:26][C:21]([O:20][C:17]2[CH:16]=[CH:15][C:14]([N:11]3[CH2:10][CH2:9][NH:8][CH2:13][CH2:12]3)=[CH:19][CH:18]=2)=[CH:22][CH:23]=1 |f:3.4|. Reported procedure: The title compound (1.3 g, 95%) was prepared from the compound from step 1 (1.35 g, 3.8 mmol) and 4N HCl in dioxane by the procedure described in step 2 of Example 4: MS (ESI) m/z 381 (M+H); 1H NMR (400 MHz, DMSO-d6) δ 3.22 (br, 4H), 3.32 (t, J=5.6 Hz, 4H), 6.74 (d, J=8.8 Hz, 2H), 6.98-7.03 (m, 4H), 7.65 (d, J=8.8 Hz, 2H), 9.05 (br, 1H). Reactants: Cc1ccc(C(=O)c2ccc(Cc3ccc([N+](=O)[O-])cc3)n2C)c(C)c1, CCOC(C)=O. The product is Cc1ccc(C(=O)c2ccc(Cc3ccc(N)cc3)n2C)c(C)c1. Reaction SMILES: [CH3:1][c:2]1[c:3]([C:4](=[O:5])[c:6]2[cH:7][cH:8][c:9]([CH2:12][c:13]3[cH:14][cH:15][c:16]([N+:19]([O-:20])=[O:21])[cH:17][cH:18]3)[n:10]2[CH3:11])[cH:22][cH:23][c:24]([CH3:26])[cH:25]1.[CH3:27][CH2:28][O:29][C:30](=[O:31])[CH3:32]>>[CH3:1][c:2]1[c:3]([C:4](=[O:5])[c:6]2[cH:7][cH:8][c:9]([CH2:12][c:13]3[cH:14][cH:15][c:16]([NH2:19])[cH:17][cH:18]3)[n:10]2[CH3:11])[cH:22][cH:23][c:24]([CH3:26])[cH:25]1. Reactants: C1(=CC=CC=C1)S(=O)(=O)Cl (Phenylsulfonylchloride), steroid, C1(=CC=CC=C1)S(=O)(=O)Cl (phenylsulfonylchloride), Cl (Hydrochloric acid), C1(=CC=CC=C1)S(=O)(=O)Cl (Phenylsulfonylchloride), C(C)(=O)[C@]1([C@]2(C)[C@@H](CC1=C)[C@@H]1CC(C3=CC(CC[C@]3(C)[C@H]1CC2)=O)=C)O (17α-Acetyl-17β-hydroxy-6,16-dimethyleneandrosta-4-en-3-one), CN(C)C (Trimethylamine), CN(C)C (trimethylamine), steroid. The solvent is C(Cl)Cl (methylene chloride), C(Cl)Cl (methylene chloride). Reaction conditions: time 10 minute. The product is C=C1C[C@H]2[C@@H]3CC(=C(C(C)=O)[C@]3(CC[C@@H]2[C@]2(CCC(C=C12)=O)C)C)CS(=O)C1=CC=CC=C1 (6-Methylene-16-(phenylsulfinylmethyl)pregna-4,16-diene-3,20-dione). As a reaction SMILES: [C:1]([C@:4]1(O)[C:9](=[CH2:10])[CH2:8][C@H:7]2[C@H:11]3[C@H:21]([CH2:22][CH2:23][C@:5]12[CH3:6])[C@:19]1([CH3:20])[C:14](=[CH:15][C:16](=[O:24])[CH2:17][CH2:18]1)[C:13](=[CH2:25])[CH2:12]3)(=[O:3])[CH3:2].CN(C)C.[C:31]1([S:37](Cl)(=[O:39])=O)[CH:36]=[CH:35][CH:34]=[CH:33][CH:32]=1.Cl>C(Cl)Cl>[CH2:25]=[C:13]1[C:14]2[C@:19]([CH3:20])([CH2:18][CH2:17][C:16](=[O:24])[CH:15]=2)[C@@H:21]2[C@H:11]([C@H:7]3[C@:5]([CH3:6])([CH2:23][CH2:22]2)[C:4]([C:1](=[O:3])[CH3:2])=[C:9]([CH2:10][S:37]([C:31]2[CH:32]=[CH:33][CH:34]=[CH:35][CH:36]=2)=[O:39])[CH2:8]3)[CH2:12]1. Procedure details: 17α-Acetyl-17β-hydroxy-6,16-dimethyleneandrosta-4-en-3-one (Example 5, 8.0 g) is dissolved in methylene chloride (66 ml) and cooled to -20°. Trimethylamine (2.56 ml) at -20° and methylene chloride (5 ml) are mixed and the trimethylamine mixture transferred by syringe to the steroid solution. To the cold steroid solution was added phenylsulfonylchloride (1.0 equivalent) by a syringe pump over 1 hr. TLC shows the reaction approximately 80-85% complete. Phenylsulfonylchloride (0.25 equivalent) was ... The reactants are ClCCC1=CC=C(C=C1)C=1N=NSC1 (4-(4-(2-chloroethyl)phenyl)-1,2,3-thiadiazole), S1N=C(C2=C1C=CC=C2)N2CCNCC2 (N-benzisothiazolylpiperazine), C([O-])([O-])=O.[Na+].[Na+] (sodium carbonate), C(C)(C)N(CC)C(C)C (diisopropylethyl amine), [I-].[Na+] (sodium iodide). Solvent: CC(=O)CC(C)C (methylisobutyl ketone), C(Cl)Cl (methylene chloride). The product is S1N=C(C2=C1C=CC=C2)N2CCN(CC2)CCC2=CC=C(C=C2)C=2N=NSC2 (4-(4-(2-(4-(3-Benzisothiazolyl)piperazinyl)ethyl)phenyl)-1,2,3-thiadiazole). Reaction SMILES: Cl[CH2:2][CH2:3][C:4]1[CH:9]=[CH:8][C:7]([C:10]2[N:11]=[N:12][S:13][CH:14]=2)=[CH:6][CH:5]=1.[S:15]1[C:19]2[CH:20]=[CH:21][CH:22]=[CH:23][C:18]=2[C:17]([N:24]2[CH2:29][CH2:28][NH:27][CH2:26][CH2:25]2)=[N:16]1.C(=O)([O-])[O-].[Na+].[Na+].C(N(C(C)C)CC)(C)C.[I-].[Na+]>C(Cl)Cl.CC(CC(C)C)=O>[S:15]1[C:19]2[CH:20]=[CH:21][CH:22]=[CH:23][C:18]=2[C:17]([N:24]2[CH2:25][CH2:26][N:27]([CH2:2][CH2:3][C:4]3[CH:9]=[CH:8][C:7]([C:10]4[N:11]=[N:12][S:13][CH:14]=4)=[CH:6][CH:5]=3)[CH2:28][CH2:29]2)=[N:16]1 |f:2.3.4,6.7|. Procedure details: To a 100 ml round-bottomed flask equipped with condenser and N2 inlet were added 0.90 g (4 mmol) 4-(4-(2-chloroethyl)phenyl)-1,2,3-thiadiazole, 0.88 g (4 mmol) N-benzisothiazolylpiperazine, 0.84 g (8 mmol) sodium carbonate, 1.39 ml (8 mmol) diisopropylethyl amine, 2 mg sodium iodide, and 40 ml methylisobutyl ketone. The reaction was refluxed 2.5 days, cooled, filtered, and the filtrate evaporated. The residue was chromatographed on silica gel using ethyl acetate/methylene chloride as eluent to a...